Task: describe an organic reaction: reactants, conditions, products, and yield. Dataset: the Open Reaction Database (ORD), a public repository of structured organic reaction records Reactants: O (water), B1(OO1)[O-].O.O.O.O.[Na+] (sodium perborate tetrahydrate), C(C1=CC=CC=C1)N1[C@@H](C[C@H](C1)O[Si](C)(C)C(C)(C)C)C=C ((2S,4R)-1-benzyl-2-vinyl-4-(t-butyldimethylsilyloxy)pyrrolidine), solution, C12CCCC(CCC1)B2 (9-borabicyclo[3.3.1]nonane). Solvent: O1CCCC1 (tetrahydrofuran), O1CCCC1 (tetrahydrofuran). The product is C(C1=CC=CC=C1)N1[C@@H](C[C@H](C1)O[Si](C)(C)C(C)(C)C)CCO ((2R,4R)-1-benzyl-2-(2-hydroxyethyl)-4-(t-butyldimethylsilyloxy)pyrrolidine). The yield is 82.3%. Reaction SMILES: [CH2:1]([N:8]1[CH2:12][C@H:11]([O:13][Si:14]([C:17]([CH3:20])([CH3:19])[CH3:18])([CH3:16])[CH3:15])[CH2:10][C@H:9]1[CH:21]=[CH2:22])[C:2]1[CH:7]=[CH:6][CH:5]=[CH:4][CH:3]=1.C12BC(CCC1)CCC2.O.B1([O-])O[O:34]1.O.O.O.O.[Na+]>O1CCCC1>[CH2:1]([N:8]1[CH2:12][C@H:11]([O:13][Si:14]([C:17]([CH3:18])([CH3:20])[CH3:19])([CH3:15])[CH3:16])[CH2:10][C@H:9]1[CH2:21][CH2:22][OH:34])[C:2]1[CH:3]=[CH:4][CH:5]=[CH:6][CH:7]=1 |f:3.4.5.6.7.8|. Procedure: To a solution of (2S,4R)-1-benzyl-2-vinyl-4-(t-butyldimethylsilyloxy)pyrrolidine (24.03 g) in tetrahydrofuran (120 ml) was added 0.5M solution of 9-borabicyclo[3.3.1]nonane in tetrahydrofuran (318 ml) at 0°~5° C. with stirring and then stirred at ambient temperature for 4 hours. To the reaction mixture were added water (200 ml) and sodium perborate tetrahydrate (87 g) at ambient temperature with stirring vigorously and then the mixture was stirred at the same temperature for 12 hours. The insolu... The reactants are BrC=1C=C2C(C(NC2=CC1)=O)(F)F (5-bromo-3,3-difluoroindolin-2-one), [H-].[Na+] (NaH), [NH4+].[Cl-] (NH4Cl), C[Si](C)(C)CCOCCl (SEM-Cl). The solvent is CN(C)C=O (DMF). Reaction conditions: time 20 minute. Product: BrC=1C=C2C(C(N(C2=CC1)COCC[Si](C)(C)C)=O)(F)F (5-bromo-3,3-difluoro-1-((2-(trimethylsilyl)ethoxy)methyl)indolin-2-one). As a reaction SMILES: [Br:1][C:2]1[CH:3]=[C:4]2[C:8](=[CH:9][CH:10]=1)[NH:7][C:6](=[O:11])[C:5]2([F:13])[F:12].[H-].[Na+].[CH3:16][Si:17]([CH2:20][CH2:21][O:22][CH2:23]Cl)([CH3:19])[CH3:18].[NH4+].[Cl-]>CN(C=O)C>[Br:1][C:2]1[CH:3]=[C:4]2[C:8](=[CH:9][CH:10]=1)[N:7]([CH2:23][O:22][CH2:21][CH2:20][Si:17]([CH3:19])([CH3:18])[CH3:16])[C:6](=[O:11])[C:5]2([F:13])[F:12] |f:1.2,4.5|. Procedure: To a solution of 5-bromo-3,3-difluoroindolin-2-one (600 mg, 2.42 mmol) in DMF (5 mL), 60% NaH (69.6 mg, 2.90 mmol) was added. The resulting mixture was stirred at rt for 20 min and SEM-Cl (472 μL, 2.66 mmol) was added. The reaction mixture was stirred at rt overnight, poured into saturated NH4Cl (40 mL) and extracted with DCM (3×20 mL). The combined DCM layers were dried over Na2SO4, filtered, and concentrated. The residue obtained was purified by flash column chromatography on silica gel (0-100...